From a dataset of the Open Reaction Database (ORD), a public repository of structured organic reaction records. describe an organic reaction: reactants, conditions, products, and yield Reactants: C(C=O)(=O)O (glyoxylic acid), C(C)(=O)[O-].[Mg+2].C(C)(=O)[O-] (magnesium acetate). Yields the product C(C=O)(=O)[O-].[Mg+2].C(C=O)(=O)[O-] (magnesium glyoxylate). Yield: 98.0%. As a reaction SMILES: [C:1]([OH:5])(=[O:4])[CH:2]=[O:3].C([O-])(=O)C.[Mg+2:10].C([O-])(=O)C>>[C:1]([O-:5])(=[O:4])[CH:2]=[O:3].[Mg+2:10].[C:1]([O-:5])(=[O:4])[CH:2]=[O:3] |f:1.2.3,4.5.6|. Procedure details: To 148 g (1.00 mol) of a 50% aqueous glyoxylic acid solution was added 355.97 g (0.5 mol) of a 20% aqueous magnesium acetate solution. The resulting solution was concentrated by means of an evaporator and further dried at 50° C. for 1 hour to obtain 83.47 g (0.49 mol, yield: 98.0%) of magnesium glyoxylate. Starting materials: [C-]#N.[K+] (KCN), N1CCCCC1 (piperidine), O1CCOC12CCC(CC2)C=O (1,4-dioxa-spiro[4.5]decane-8-carboxaldehyde), C(C)(=O)OCC (ethyl acetate). The solvent is C(C)O (ethanol), O (water). Run at time 72 hour. The product is N1(CCCCC1)C(C#N)C1CCC2(OCCO2)CC1 (Piperidino-(1,4-dioxa-spiro[4.5]dec-8-yl)-acetonitrile). As a reaction SMILES: [C-:1]#[N:2].[K+].[NH:4]1[CH2:9][CH2:8][CH2:7][CH2:6][CH2:5]1.[O:10]1[C:14]2([CH2:19][CH2:18][CH:17]([CH:20]=O)[CH2:16][CH2:15]2)[O:13][CH2:12][CH2:11]1.C(OCC)(=O)C>C(O)C.O>[N:4]1([CH:20]([CH:17]2[CH2:16][CH2:15][C:14]3([O:10][CH2:11][CH2:12][O:13]3)[CH2:19][CH2:18]2)[C:1]#[N:2])[CH2:9][CH2:8][CH2:7][CH2:6][CH2:5]1 |f:0.1|. Reported procedure: KCN (0.17 mol) and piperidine (14.45 g, 0.17 mol) were added to a solution of 1,4-dioxa-spiro[4.5]decane-8-carboxaldehyde (0.141 mol) in a mixture of ethanol (141 ml) and water (70 ml), and stirring was carried out for 72 h at 25° C. After addition of ethyl acetate (700 ml), the organic phase was separated off and washed in succession with water (4×150 ml) and aqueous FeSO4 solution (4×150 ml). The organic phase was separated off and dried over Na2SO4 and then filtered off. The solvent was remov...